Dataset: the Open Reaction Database (ORD), a public repository of structured organic reaction records. Task: describe an organic reaction: reactants, conditions, products, and yield Reactants: COC(=O)C1=C(C2=C(N=CN=C2NC=2C(=NC=CC2)O)S1)C (4-(2-hydroxy-pyridin-3-ylamino)-5-methyl-thieno[2,3-d]pyrimidine-6-carboxylic acid methyl ester), CO[C@H]1CC[C@H](CC1)O (cis-4-methoxycyclohexanol), C1(=CC=CC=C1)P(C1=CC=CC=C1)C1=CC=CC=C1 (triphenylphosphine). Yields the product COC(=O)C1=C(C2=C(N=CN=C2NC=2C(=NC=CC2)O[C@@H]2CC[C@H](CC2)OC)S1)C (4-[2-(trans-4-Methoxy-cyclohexyloxy)-pyridin-3-ylamino]-5-methyl-thieno[2,3-d]pyrimidine-6-carboxylic acid methylester). As a reaction SMILES: [CH3:1][O:2][C:3]([C:5]1[S:21][C:8]2[N:9]=[CH:10][N:11]=[C:12]([NH:13][C:14]3[C:15]([OH:20])=[N:16][CH:17]=[CH:18][CH:19]=3)[C:7]=2[C:6]=1[CH3:22])=[O:4].[CH3:23][O:24][C@@H:25]1[CH2:30][CH2:29][C@H:28](O)[CH2:27][CH2:26]1.C1(P(C2C=CC=CC=2)C2C=CC=CC=2)C=CC=CC=1>>[CH3:1][O:2][C:3]([C:5]1[S:21][C:8]2[N:9]=[CH:10][N:11]=[C:12]([NH:13][C:14]3[C:15]([O:20][C@H:28]4[CH2:29][CH2:30][C@H:25]([O:24][CH3:23])[CH2:26][CH2:27]4)=[N:16][CH:17]=[CH:18][CH:19]=3)[C:7]=2[C:6]=1[CH3:22])=[O:4]. Procedure: Prepared analogously to example XVI.1 from 1.215 g 4-(2-hydroxy-pyridin-3-ylamino)-5-methyl-thieno[2,3-d]pyrimidine-6-carboxylic acid methyl ester and 0.6 g cis-4-methoxycyclohexanol using DTAD and triphenylphosphine (polymerically bound from Aldrich). The reactants are FC(OC1=CC=C(C=C1)S(=O)(=O)N1CC2=C(NC3=C1C=C(C=C3)C#N)N=C(C=C2)C(F)(F)F)(F)F (6-{[4-(trifluoromethoxy)phenyl]sulfonyl}-2-(trifluoromethyl)-6,11-dihydro-5H-pyrido[2,3-b][1,5]benzodiazepine-8-carbonitrile), C[Mg]Br (methyl magnesium bromide), C(=O)(O)[O-].[Na+] (NaHCO3), Grignard reagent, Cl (HCl). The solvent is C1CCOC1 (THF), C1CCOC1 (THF). Conditions: time 1 hour. Yields the product FC(OC1=CC=C(C=C1)S(=O)(=O)N1CC2=C(NC3=C1C=C(C=C3)C(C)=O)N=C(C=C2)C(F)(F)F)(F)F (1-[6-{[4-(Trifluoromethoxy)phenyl]sulfonyl}-2-(trifluoromethyl)-6,11-dihydro-5H-pyrido[2,3-b][1,5]benzodiazepin-8-yl]ethanone). RXN SMILES: [F:1][C:2]([F:35])([F:34])[O:3][C:4]1[CH:9]=[CH:8][C:7]([S:10]([N:13]2[C:19]3[CH:20]=[C:21](C#N)[CH:22]=[CH:23][C:18]=3[NH:17][C:16]3[N:26]=[C:27]([C:30]([F:33])([F:32])[F:31])[CH:28]=[CH:29][C:15]=3[CH2:14]2)(=[O:12])=[O:11])=[CH:6][CH:5]=1.[CH3:36][Mg]Br.Cl.[C:40]([O-:43])(O)=O.[Na+]>C1COCC1>[F:35][C:2]([F:1])([F:34])[O:3][C:4]1[CH:9]=[CH:8][C:7]([S:10]([N:13]2[C:19]3[CH:20]=[C:21]([C:40](=[O:43])[CH3:36])[CH:22]=[CH:23][C:18]=3[NH:17][C:16]3[N:26]=[C:27]([C:30]([F:31])([F:32])[F:33])[CH:28]=[CH:29][C:15]=3[CH2:14]2)(=[O:12])=[O:11])=[CH:6][CH:5]=1 |f:3.4|. Procedure details: To a solution of 6-{[4-(trifluoromethoxy)phenyl]sulfonyl}-2-(trifluoromethyl)-6,11-dihydro-5H-pyrido[2,3-b][1,5]benzodiazepine-8-carbonitrile (702 mg, 1.365 mmol) in 5 ml of THF was added a solution of methyl magnesium bromide (4.87 ml, 6.82 mmol) in THF (1.4 M) at 0° C. The solution was heated to reflux for 8 h, then the solution was cooled to room temperature. Excess Grignard reagent was decomposed by the addition of 4 mL of 2N HCl and the solution was stirred for 1 hr at rt. The pH was adjust... Starting materials: C(C)OC(CC=1N=C2N(C=C(C=C2)Br)C1)=O ((6-bromo-imidazo[1,2-a]pyridin-2-yl)-acetic acid ethyl ester), C[Al](C)C (trimethylaluminum), C1(=CC=CC=C1)C (toluene), N1CCOCC1 (morpholine). The solvent is ClCCl (dichloromethane), ClCCl (dichloromethane), [Cl-].[NH4+] (ammonium chloride). Conditions: temperature 40 celsius, time 10 minute. Product: BrC=1C=CC=2N(C1)C=C(N2)CC(=O)N2CCOCC2 (2-(6-Bromo-imidazo[1,2-a]pyridin-2-yl)-1-morpholin-4-yl-ethanone). The yield is 43.7%. As a reaction SMILES: C[Al](C)C.C1(C)C=CC=CC=1.[NH:12]1[CH2:17][CH2:16][O:15][CH2:14][CH2:13]1.C([O:20][C:21](=O)[CH2:22][C:23]1[N:24]=[C:25]2[CH:30]=[CH:29][C:28]([Br:31])=[CH:27][N:26]2[CH:32]=1)C>ClCCl.[Cl-].[NH4+]>[Br:31][C:28]1[CH:29]=[CH:30][C:25]2[N:26]([CH:32]=[C:23]([CH2:22][C:21]([N:12]3[CH2:17][CH2:16][O:15][CH2:14][CH2:13]3)=[O:20])[N:24]=2)[CH:27]=1 |f:5.6|. Procedure details: Add 2M trimethylaluminum in toluene (1.94 mL, 3.88 mmol) to a solution of morpholine (0.34 g, 3.88 mmol) in dichloromethane (10 mL). Stir for 10 min and add a solution of (6-bromo-imidazo[1,2-a]pyridin-2-yl)-acetic acid ethyl ester (1.1 g, 3.88 mmol) in dichloromethane (12 mL). Heat at 40° C. for 1 h, carefully dilute with saturated aqueous ammonium chloride and extract into dichloromethane. Concentration followed by filtration gives the titled compound (0.55 g, 43%) as a white solid. TOF MS ES+... The reactants are N1(CCNCC1)C1=CC=C(C(=O)OCC)C=C1 (ethyl 4-piperazin-1-ylbenzoate), C1(=CC=CC=C1)C(=CC=O)C1=CC=CC=C1 (3,3-diphenylacrylaldehyde), C(#N)[BH3-] (cyanoborohydride). Run in ClCCl (dichloromethane), CO (methanol). Run at time 24 hour. The product is C1(=CC=CC=C1)C(=CCN1CCN(CC1)C1=CC=C(C(=O)OCC)C=C1)C1=CC=CC=C1 (ethyl 4-(4-(3,3-diphenylallyl)piperazin-1-yl)benzoate). As a reaction SMILES: [N:1]1([C:7]2[CH:17]=[CH:16][C:10]([C:11]([O:13][CH2:14][CH3:15])=[O:12])=[CH:9][CH:8]=2)[CH2:6][CH2:5][NH:4][CH2:3][CH2:2]1.[C:18]1([C:24]([C:28]2[CH:33]=[CH:32][CH:31]=[CH:30][CH:29]=2)=[CH:25][CH:26]=O)[CH:23]=[CH:22][CH:21]=[CH:20][CH:19]=1.C([BH3-])#N>ClCCl.CO>[C:18]1([C:24]([C:28]2[CH:29]=[CH:30][CH:31]=[CH:32][CH:33]=2)=[CH:25][CH2:26][N:4]2[CH2:3][CH2:2][N:1]([C:7]3[CH:8]=[CH:9][C:10]([C:11]([O:13][CH2:14][CH3:15])=[O:12])=[CH:16][CH:17]=3)[CH2:6][CH2:5]2)[CH:23]=[CH:22][CH:21]=[CH:20][CH:19]=1. Reported procedure: A suspension of ethyl 4-piperazin-1-ylbenzoate (1.36 g) and 3,3-diphenylacrylaldehyde (1.56 g) in dichloromethane (10 mL) and methanol (10 mL) was treated with polymer-supported cyanoborohydride (2.47 mmol/g, 6 g), shaken at room temperature for 24 hours, and filtered. The resin was washed with 1:1 dichloromethane/methanol (10 mL×3) and the combined filtrates were concentrated. The concentrate was purified by silica gel chromatography eluting with a gradient from 10%-50% ethyl acetate/hexanes to...